Dataset: the Open Reaction Database (ORD), a public repository of structured organic reaction records. Task: describe an organic reaction: reactants, conditions, products, and yield Starting materials: BrCCCCCCCCC1=C2C(C(=O)NC2=O)=CC=C1 (8Bromooctylphthalimide), N1CCNCC1 (piperazine), C(C)OCC (ethyl ether). Product: N1(CCCCC1)CCCCCCCCC1=C2C(C(=O)NC2=O)=CC=C1 (8-piperidinyloctylphthalimide). Reaction SMILES: Br[CH2:2][CH2:3][CH2:4][CH2:5][CH2:6][CH2:7][CH2:8][CH2:9][C:10]1[CH:20]=[CH:19][CH:18]=[C:12]2[C:13]([NH:15][C:16](=[O:17])[C:11]=12)=[O:14].N1[CH2:26][CH2:25][NH:24][CH2:23][CH2:22]1.[CH2:27](OCC)C>>[N:24]1([CH2:2][CH2:3][CH2:4][CH2:5][CH2:6][CH2:7][CH2:8][CH2:9][C:10]2[CH:20]=[CH:19][CH:18]=[C:12]3[C:13]([NH:15][C:16](=[O:17])[C:11]=23)=[O:14])[CH2:25][CH2:26][CH2:27][CH2:22][CH2:23]1. Reported procedure: 8Bromooctylphthalimide (517 mg; 2.0 mmoles) and piperazine (0.40 ml; 4.0 mmoles) were dissolved in anhydrous ethyl ether (5 ml). Reaction times and process as per Example 1. The reactants are C(CCC)OC1=NC2=CC=CC=C2C(=C1)C(=O)OCCCC (2-n-butoxy-4-n-butoxycarbonylquinoline), [OH-].[Na+] (sodium hydroxide), O (water). The solvent is O1CCOCC1 (dioxane). Yields the product C(CCC)OC1=NC2=CC=CC=C2C(=C1)C(=O)O (2-n-Butoxy-4-quinolinecarboxylic acid). Isolated yield 87.9%. As a reaction SMILES: [CH2:1]([O:5][C:6]1[CH:15]=[C:14]([C:16]([O:18]CCCC)=[O:17])[C:13]2[C:8](=[CH:9][CH:10]=[CH:11][CH:12]=2)[N:7]=1)[CH2:2][CH2:3][CH3:4].[OH-].[Na+].O>O1CCOCC1>[CH2:1]([O:5][C:6]1[CH:15]=[C:14]([C:16]([OH:18])=[O:17])[C:13]2[C:8](=[CH:9][CH:10]=[CH:11][CH:12]=2)[N:7]=1)[CH2:2][CH2:3][CH3:4] |f:1.2|. Procedure: A mixture of 2.67 g (8.86 mmols) of Compound b, 1.77 g of sodium hydroxide, 60 ml of water and 60 ml of dioxane was stirred at room temperature for an hour. The reaction mixture was concentrated under reduced pressure, and the residue was purified by silica gel column chromatography (eluting solvent: chloroform/methanol=5/1) to give 1.91 g (yield 90%) of Compound a. Reactants: F[B-](F)(F)F, C1CCOC1, CNC(C)CN1CC(O)C1, CCN(C(C)C)C(C)C, ClCCl, O=C(O)c1ccc(Cl)cc1, CN(C)C(On1nnc2ccccc21)=[N+](C)C. The product is CC(CN1CC(O)C1)N(C)C(=O)c1ccc(Cl)cc1. RXN SMILES: [B-:20]([F:21])([F:22])([F:23])[F:24].[CH2:55]1[O:56][CH2:57][CH2:58][CH2:59]1.[CH3:42][NH:43][CH:44]([CH2:45][N:46]1[CH2:47][CH:48]([OH:50])[CH2:49]1)[CH3:51].[CH:1]([N:2]([CH2:3][CH3:4])[CH:5]([CH3:6])[CH3:7])([CH3:8])[CH3:9].[Cl:52][CH2:53][Cl:54].[OH:10][C:11](=[O:12])[c:13]1[cH:14][cH:15][c:16]([Cl:17])[cH:18][cH:19]1.[n:25]1([O:26][C:27]([N:28]([CH3:29])[CH3:30])=[N+:31]([CH3:32])[CH3:33])[c:34]2[cH:35][cH:36][cH:37][cH:38][c:39]2[n:40][n:41]1>>[C:11](=[O:12])([c:13]1[cH:14][cH:15][c:16]([Cl:17])[cH:18][cH:19]1)[N:43]([CH3:42])[CH:44]([CH2:45][N:46]1[CH2:47][CH:48]([OH:50])[CH2:49]1)[CH3:51]. Starting materials: CN1CCN(CC1)C1=CC=C(C(=N1)N)[N+](=O)[O-] (6-(4-methylpiperazin-1-yl)-3-nitropyridin-2-amine), N1=CC=CC=C1 (pyridine), N(=O)[O-].[Na+] (Sodium nitrite). Run in F (hydrogen fluoride). Run at temperature 0 celsius, time 30 minute. Yields the product CN1CCN(CC1)C1=CC=C(C(=N1)O)[N+](=O)[O-] (6-(4-methylpiperazin-1-yl)-3-nitropyridin-2-ol). As a reaction SMILES: [CH3:1][N:2]1[CH2:7][CH2:6][N:5]([C:8]2[N:13]=[C:12](N)[C:11]([N+:15]([O-:17])=[O:16])=[CH:10][CH:9]=2)[CH2:4][CH2:3]1.N1C=CC=CC=1.N([O-])=[O:25].[Na+]>F>[CH3:1][N:2]1[CH2:7][CH2:6][N:5]([C:8]2[N:13]=[C:12]([OH:25])[C:11]([N+:15]([O-:17])=[O:16])=[CH:10][CH:9]=2)[CH2:4][CH2:3]1 |f:2.3|. Procedure details: A solution of 6-(4-methylpiperazin-1-yl)-3-nitropyridin-2-amine (1.2 g, 5.0 mmol) in hydrogen fluoride.pyridine (15 mL) is cooled to 0° C. in an ice-water bath. Sodium nitrite (0.36 g, 5.2 mmol) is added in a single portion, and the mixture is stirred for 30 minutes at 0° C. The bath is removed and the mixture is heated for 15 minutes in an oil bath on a 70° C. hot plate. After cooling to room temperature, the reaction mixture is poured onto ice (50 g), neutralized with saturated aqueous sodium ... The reactants are CC([O-])=S, COC1CN(C(=O)c2csc(N3CC(OS(C)(=O)=O)C3)n2)C1, CN(C)C=O, [K+]. The product is COC1CN(C(=O)c2csc(N3CC(SC(C)=O)C3)n2)C1. As a reaction SMILES: [C:23]([CH3:24])(=[S:25])[O-:26].[CH3:1][S:2]([O:3][CH:6]1[CH2:7][N:8]([c:10]2[s:11][cH:12][c:13]([C:15](=[O:16])[N:17]3[CH2:18][CH:19]([O:21][CH3:22])[CH2:20]3)[n:14]2)[CH2:9]1)(=[O:4])=[O:5].[CH3:28][N:29]([CH3:30])[CH:31]=[O:32].[K+:27]>>[CH:6]1([S:25][C:23]([CH3:24])=[O:26])[CH2:7][N:8]([c:10]2[s:11][cH:12][c:13]([C:15](=[O:16])[N:17]3[CH2:18][CH:19]([O:21][CH3:22])[CH2:20]3)[n:14]2)[CH2:9]1. Starting materials: C(=O)(OC(C)(C)C)N1[C@@H](CCC1)COC=1C=NC=C(C1)OCCOC (3-(1-BOC-2-(S)-pyrrolidinylmethoxy)-5-methoxyethoxypyridine), Cl (HCl). Solvent: C(Cl)Cl (CH2Cl2), CCOCC (Et2O). Reaction conditions: time 2 hour. The product is Cl.Cl.COCCOC=1C=C(C=NC1)OC[C@H]1NCCC1 (5-Methoxyethoxy-3-(2-(S)-pyrrolidinylmethoxy)pyridine dihydrochloride). Reaction SMILES: C([N:8]1[CH2:12][CH2:11][CH2:10][C@H:9]1[CH2:13][O:14][C:15]1[CH:16]=[N:17][CH:18]=[C:19]([O:21][CH2:22][CH2:23][O:24][CH3:25])[CH:20]=1)(OC(C)(C)C)=O.[ClH:26]>C(Cl)Cl.CCOCC>[ClH:26].[ClH:26].[CH3:25][O:24][CH2:23][CH2:22][O:21][C:19]1[CH:20]=[C:15]([O:14][CH2:13][C@@H:9]2[CH2:10][CH2:11][CH2:12][NH:8]2)[CH:16]=[N:17][CH:18]=1 |f:4.5.6|. Reported procedure: To 3-(1-BOC-2-(S)-pyrrolidinylmethoxy)-5-methoxyethoxypyridine from step 197e (480 mg, 1.36 mmol) in CH2Cl2 at 0° C. was added a solution of HCl in Et2O, and the solution was stirred for 2 h. The solvent was removed and the residue was recrystallized from EtOH/Et2O to afford the title compound (215 mg): mp 182-184° C.; [α]25D +22.8° (c 0.56, MeOH); 1H NMR (D2O, 300 MHz) δ 1.98 (m, 1H), 2.00-2.06 (m, 2H), 2.25 (m, 1H), 3.00 (m, 1H), 3.05 (s, 3H), 3.65 (t, 2H, J=6.0 Hz), 3.85 (t, 2H, J=6.0 Hz), 4.... Run in O1CCCC1 (tetrahydrofuran). Reported procedure: To a solution of dimethyl {[3-methoxy-4-(2-benzothiazolylaminocarbonylmethoxy)benzoyl]methyl}phosphonate (1.7 g) and pyridine-4-aldehyde (0.5 g) in tetrahydrofuran (30 ml) is added a 5% aqueous sodium hydroxide solution (6 ml) under ice-cooling, and the mixture is stirred for 5 hours. The mixture is neutralized with acetic acid, and the precipitated crystals are collected by filtration, and then recrystallized from dichloromethane-ethanol-diethyl ether to give 2-{2-methoxy-4-[3-(4-pyridyl)acrylo... As a reaction SMILES: [CH3:1][O:2][C:3]1[CH:4]=[C:5]([CH:15]=[CH:16][C:17]=1[O:18][CH2:19][C:20]([NH:22][C:23]1[S:24][C:25]2[CH:31]=[CH:30][CH:29]=[CH:28][C:26]=2[N:27]=1)=[O:21])[C:6]([CH2:8]P(=O)(OC)OC)=[O:7].[N:32]1[CH:37]=[CH:36][C:35]([CH:38]=O)=[CH:34][CH:33]=1.[OH-].[Na+].C(O)(=O)C>O1CCCC1>[CH3:1][O:2][C:3]1[CH:4]=[C:5]([C:6](=[O:7])[CH:8]=[CH:38][C:35]2[CH:36]=[CH:37][N:32]=[CH:33][CH:34]=2)[CH:15]=[CH:16][C:17]=1[O:18][CH2:19][C:20]([NH:22][C:23]1[S:24][C:25]2[CH:31]=[CH:30][CH:29]=[CH:28][C:26]=2[N:27]=1)=[O:21] |f:2.3|. Product: COC1=C(OCC(=O)NC=2SC3=C(N2)C=CC=C3)C=CC(=C1)C(C=CC1=CC=NC=C1)=O (2-{2-methoxy-4-[3-(4-pyridyl)acryloyl]phenoxymethylcarbonylamino}benzothiazole). Yield: 79.7%. Reaction conditions: time 5 hour. Starting materials: C(C)(=O)O (acetic acid), COC=1C=C(C(=O)CP(OC)(OC)=O)C=CC1OCC(=O)NC=1SC2=C(N1)C=CC=C2 (dimethyl {[3-methoxy-4-(2-benzothiazolylaminocarbonylmethoxy)benzoyl]methyl}phosphonate), N1=CC=C(C=C1)C=O (pyridine-4-aldehyde), [OH-].[Na+] (sodium hydroxide).